From a dataset of the Open Reaction Database (ORD), a public repository of structured organic reaction records. describe an organic reaction: reactants, conditions, products, and yield The reactants are OC=1C=C(C=O)C=CC1 (3-hydroxybenzaldehyde), C(=O)([O-])[O-].[K+].[K+] (K2CO3), CC#N (CH3CN), BrC(C)Br (dibromoethane), BrC(C)Br (dibromoethane). Run in CCOCC (ether). Run at time 15 minute. Yields the product BrCCOC=1C=C(C=O)C=CC1 (3-(2-bromoethoxy)benzaldehyde). Reaction SMILES: [OH:1][C:2]1[CH:3]=[C:4]([CH:7]=[CH:8][CH:9]=1)[CH:5]=[O:6].C([O-])([O-])=O.[K+].[K+].CC#N.[Br:19][CH:20](Br)[CH3:21]>CCOCC>[Br:19][CH2:20][CH2:21][O:1][C:2]1[CH:3]=[C:4]([CH:7]=[CH:8][CH:9]=1)[CH:5]=[O:6] |f:1.2.3|. Procedure: A mixture of 3-hydroxybenzaldehyde (5.17 g, 42.33 mmol), K2CO3 (58.5 g) and CH3CN (100 ml) was stirred at room temperature for 15 minutes, then dibromoethane (18.3 ml) was added. The reaction mixture was stirred at room temperature for 30 minutes, then at reflux for 3-4 hours. Additional dibromoethane was added and then the reaction mixture was refluxed overnight. The reaction mixture was cooled, filtered, and the filtrate was stripped to afford an oil. The oil was dissolved in ether (300 ml), w... The reactants are C(C)(=O)C1=NC=CN=C1 (2-acetylpyrazine), CNCCO (methylhydroxyethyl amine), C=O (paraformaldehyde). Yields the product C1=CN=C(C=N1)C(=O)CCNCCCO (2-(N-hydroxyethylmethyl)aminoethyl-2-pyrazylketone). Reaction SMILES: [C:1]([C:4]1[CH:9]=[N:8][CH:7]=[CH:6][N:5]=1)(=[O:3])[CH3:2].[CH3:10][NH:11][CH2:12][CH2:13]O.[CH2:15]=[O:16]>>[CH:7]1[N:8]=[CH:9][C:4]([C:1]([CH2:2][CH2:10][NH:11][CH2:12][CH2:13][CH2:15][OH:16])=[O:3])=[N:5][CH:6]=1. Reported procedure: 2-acetylpyrazine (122 mg), methylhydroxyethyl amine (75 mg), and paraformaldehyde (40 mg) were reacted at 130° C. for 2 hours. Reactants: O=C(NC1CCCCC1O)c1cnc(Br)c(-c2ccc(F)cc2)n1, OCc1ncccn1. Yields the product O=C(NC1CCCCC1O)c1cnc(OCc2ncccn2)c(-c2ccc(F)cc2)n1. Reaction SMILES: [OH:1][CH:2]1[CH:3]([NH:8][C:9](=[O:10])[c:11]2[n:12][c:13](-[c:18]3[cH:19][cH:20][c:21]([F:24])[cH:22][cH:23]3)[c:14]([Br:17])[n:15][cH:16]2)[CH2:4][CH2:5][CH2:6][CH2:7]1.[n:25]1[c:26]([CH2:31][OH:32])[n:27][cH:28][cH:29][cH:30]1>>[OH:1][CH:2]1[CH:3]([NH:8][C:9](=[O:10])[c:11]2[n:12][c:13](-[c:18]3[cH:19][cH:20][c:21]([F:24])[cH:22][cH:23]3)[c:14]([O:32][CH2:31][c:26]3[n:25][cH:30][cH:29][cH:28][n:27]3)[n:15][cH:16]2)[CH2:4][CH2:5][CH2:6][CH2:7]1.